describe an organic reaction: reactants, conditions, products, and yield From a dataset of the Open Reaction Database (ORD), a public repository of structured organic reaction records. The reactants are [Li].FC(OC=1C=C(C=NC1)C(=CC(C(=O)OCC)=O)[O-])F (Lithium 1-(5-difluoromethoxypyridin-3-yl)-4-ethoxy-3,4-dioxobut-1-en-1-olate), ClC=1C=C(C=C(C1)F)C1=CC(=NN1C1=NC=CC=C1)C(=O)O (5-(3-Chloro-5-fluorophenyl)-1-(pyridin-2-yl)-1H-pyrazole-3-carboxylic acid), Cl.ClC=1C=C(C=CC1F)NN (3-chloro-4-fluorophenylhydrazine hydrochloride). Yields the product ClC=1C=C(C=CC1F)N1N=C(C=C1C=1C=NC=C(C1)OC(F)F)C(=O)O (1-(3-Chloro-4-fluorophenyl)-5-(5-difluoromethoxypyridin-3-yl)-1H-pyrazole-3-carboxylic acid). Reaction SMILES: [Li].[F:2][CH:3]([F:21])[O:4][C:5]1[CH:6]=[C:7]([C:11]([O-])=[CH:12][C:13](=O)[C:14]([O:16]CC)=[O:15])[CH:8]=[N:9][CH:10]=1.ClC1C=C(C2N(C3C=CC=CN=3)N=C(C(O)=O)C=2)C=C(F)C=1.Cl.[Cl:45][C:46]1[CH:47]=[C:48]([NH:53][NH2:54])[CH:49]=[CH:50][C:51]=1[F:52]>>[Cl:45][C:46]1[CH:47]=[C:48]([N:53]2[C:11]([C:7]3[CH:8]=[N:9][CH:10]=[C:5]([O:4][CH:3]([F:2])[F:21])[CH:6]=3)=[CH:12][C:13]([C:14]([OH:16])=[O:15])=[N:54]2)[CH:49]=[CH:50][C:51]=1[F:52] |f:0.1,3.4,^1:0|. Procedure details: 220 mg (0.64 mmol) of the compound of Example 17A is reacted analogously to the synthesis of the compound of Example 20A with 188 mg (0.96 mmol) of 3-chloro-4-fluorophenylhydrazine hydrochloride. After hydrolysis, 120 mg (49% of theory) of the title compound is obtained. The reactants are COC=1C=C2C=C(C=NC2=CC1)C(=O)OCC (Ethyl 6-methoxyquinoline-3-carboxylate). The solvent is Br (HBr). The product is OC=1C=C2C=C(C=NC2=CC1)C(=O)O (6-Hydroxyquinoline-3-carboxylic acid). As a reaction SMILES: C[O:2][C:3]1[CH:4]=[C:5]2[C:10](=[CH:11][CH:12]=1)[N:9]=[CH:8][C:7]([C:13]([O:15]CC)=[O:14])=[CH:6]2>Br>[OH:2][C:3]1[CH:4]=[C:5]2[C:10](=[CH:11][CH:12]=1)[N:9]=[CH:8][C:7]([C:13]([OH:15])=[O:14])=[CH:6]2. Procedure: Ethyl 6-methoxyquinoline-3-carboxylate (500 mg, 2.0 mmol) in 48% aq. HBr (5 mL) was subjected to MWI at 140° C. for 5 min. 6-Hydroxyquinoline-3-carboxylic acid precipitated from the reaction mixture and was collected by filtration. 1H NMR (300 MHz, CD3OD): δ 9.50 (d, 1H), 9.36 (d, 1H), 8.18 (d, 1H), 7.83 (dd, 1H), and 7.64 (d, 1H). LCMS: (FA) ES+ 190.1. Starting materials: CCOC(C)=O, CCCCCC, CCO, C=Cc1cc(Cl)c2c(c1)CN(Cc1ccc(F)cc1)C2=O, [H][H]. Product: CCc1cc(Cl)c2c(c1)CN(Cc1ccc(F)cc1)C2=O. RXN SMILES: [C:24]([O:25][CH2:26][CH3:27])(=[O:28])[CH3:29].[CH3:30][CH2:31][CH2:32][CH2:33][CH2:34][CH3:35].[CH3:36][CH2:37][OH:38].[Cl:1][c:2]1[cH:3][c:4]([CH:20]=[CH2:21])[cH:5][c:6]2[c:10]1[C:9](=[O:11])[N:8]([CH2:12][c:13]1[cH:14][cH:15][c:16]([F:19])[cH:17][cH:18]1)[CH2:7]2.[H:22][H:23]>>[Cl:1][c:2]1[cH:3][c:4]([CH2:20][CH3:21])[cH:5][c:6]2[c:10]1[C:9](=[O:11])[N:8]([CH2:12][c:13]1[cH:14][cH:15][c:16]([F:19])[cH:17][cH:18]1)[CH2:7]2. Starting materials: [Sn](Cl)(Cl)(Cl)Cl.O.O.O.O.O (SnCl4.5H2O), [N+](=O)(O)[O-] (HNO3). Run in O (water). Yields the product [N+](=O)(O)[O-] (HNO3), Cl[Sn](Cl)(Cl)Cl (SnCl4). RXN SMILES: [Sn:1]([Cl:5])([Cl:4])([Cl:3])[Cl:2].O.O.O.O.O.[N+:11]([O-:14])([OH:13])=[O:12]>O>[N+:11]([O-:14])([OH:13])=[O:12].[Cl:2][Sn:1]([Cl:5])([Cl:4])[Cl:3] |f:0.1.2.3.4.5|. Procedure: 8.7876 g of SnCl4.5H2O were dissolved in 100.0 ml of water, and, 2.1 ml of 12M HNO3 were added to obtain a solution with a molar ratio of HNO3 to SnCl4 being 1:1. 80 ml of the solution were put in a thermal bomb and the thermal bomb was heated in a high temperature oven at 150° C. for 12 h, and then cooled to room temperature and white precipitates formed. The precipitates were repeatedly washed with deionized water and filtrated with suction until no Cl- can be detected by a solution of AgNO3. ... Reactants: CC(=O)Nc1nc(CCc2ccc(N)cc2)c(C(=O)O)s1, CC(C)(C)OC(=O)N=C(NC(=O)OC(C)(C)C)n1cccn1, C1CCOC1, C[Si](C)(C)C(C(N)=O)[Si](C)(C)C. Product: CC(=O)Nc1nc(CCc2ccc(NC(=NC(=O)OC(C)(C)C)NC(=O)OC(C)(C)C)cc2)c(C(=O)O)s1. Reaction SMILES: [C:1]([CH3:2])(=[O:3])[NH:4][c:5]1[s:6][c:7]([C:19](=[O:20])[OH:21])[c:8]([CH2:10][CH2:11][c:12]2[cH:13][cH:14][c:15]([NH2:18])[cH:16][cH:17]2)[n:9]1.[C:34]([CH3:35])([CH3:36])([CH3:37])[O:38][C:39](=[O:40])[NH:41][C:42](=[N:43][C:44](=[O:45])[O:46][C:47]([CH3:48])([CH3:49])[CH3:50])[n:51]1[cH:52][cH:53][cH:54][n:55]1.[CH2:56]1[O:57][CH2:58][CH2:59][CH2:60]1.[CH3:22][Si:23]([CH:24]([Si:25]([CH3:26])([CH3:27])[CH3:28])[C:29]([NH2:30])=[O:31])([CH3:32])[CH3:33]>>[C:1]([CH3:2])(=[O:3])[NH:4][c:5]1[s:6][c:7]([C:19](=[O:20])[OH:21])[c:8]([CH2:10][CH2:11][c:12]2[cH:13][cH:14][c:15]([NH:18][C:42]([NH:41][C:39]([O:38][C:34]([CH3:35])([CH3:36])[CH3:37])=[O:40])=[N:43][C:44](=[O:45])[O:46][C:47]([CH3:48])([CH3:49])[CH3:50])[cH:16][cH:17]2)[n:9]1. Starting materials: CO, COC(=O)NCCOC(c1cccc(Cl)c1)C1CCCN(C(=O)OC(C)(C)C)C1, [H][H]. Product: COC(=O)NCCOC(c1ccccc1)C1CCCN(C(=O)OC(C)(C)C)C1. As a reaction SMILES: [CH3:32][OH:33].[Cl:1][c:2]1[cH:3][c:4]([CH:8]([CH:9]2[CH2:10][N:11]([C:15](=[O:16])[O:17][C:18]([CH3:19])([CH3:20])[CH3:21])[CH2:12][CH2:13][CH2:14]2)[O:22][CH2:23][CH2:24][NH:25][C:26](=[O:27])[O:28][CH3:29])[cH:5][cH:6][cH:7]1.[H:30][H:31]>>[cH:2]1[cH:3][c:4]([CH:8]([CH:9]2[CH2:10][N:11]([C:15](=[O:16])[O:17][C:18]([CH3:19])([CH3:20])[CH3:21])[CH2:12][CH2:13][CH2:14]2)[O:22][CH2:23][CH2:24][NH:25][C:26](=[O:27])[O:28][CH3:29])[cH:5][cH:6][cH:7]1. Starting materials: BrCc1cccc(Br)n1, CN(C)C=O, [H-], [Na+], COC(=O)CO. The product is COC(=O)COCc1cccc(Br)n1. Reaction SMILES: [Br:9][c:10]1[n:11][c:12]([CH2:16][Br:17])[cH:13][cH:14][cH:15]1.[CH3:18][N:19]([CH3:20])[CH:21]=[O:22].[H-:1].[Na+:2].[OH:3][CH2:4][C:5](=[O:6])[O:7][CH3:8]>>[O:3]([CH2:4][C:5](=[O:6])[O:7][CH3:8])[CH2:16][c:12]1[n:11][c:10]([Br:9])[cH:15][cH:14][cH:13]1. Reactants: ClC1=CC(=CC=C1)C(=O)OO (m-chloroperbenzoic acid), ClC1=CC=C(S1)C=CCO (3-(5-chlorothiophen-2-yl)-prop-2-enol). Run in ClCCl (dichloromethane). Reaction conditions: time 5 hour. Product: O1C(CO)C1C=1SC(=CC1)Cl ((2RS,3SR)-2,3-Epoxy-3-(5-chlorothiophen-2-yl)-propanol). RXN SMILES: ClC1C=CC=C(C(OO)=[O:9])C=1.[Cl:12][C:13]1[S:17][C:16]([CH:18]=[CH:19][CH2:20][OH:21])=[CH:15][CH:14]=1>ClCCl>[O:9]1[CH:18]([C:16]2[S:17][C:13]([Cl:12])=[CH:14][CH:15]=2)[CH:19]1[CH2:20][OH:21]. Procedure details: 0.75 g of m-chloroperbenzoic acid is added to a stirred solution of 0.6 g of 3-(5-chlorothiophen-2-yl)-prop-2-enol according to c) in 50 ml of dichloromethane. The solution is stirred at room temperature for 5 hours, washed with 10% sodium carbonate solution, dried over sodium sulfate and concentrated by evaporation. The residue is chromatographed on silica gel with ether and the title compound is obtained in the form of a light-yellow oil.